From a dataset of the Open Reaction Database (ORD), a public repository of structured organic reaction records. describe an organic reaction: reactants, conditions, products, and yield The reactants are [H-].[Al+3].[Li+].[H-].[H-].[H-] (lithium aluminum hydride), [Cl-].[Al+3].[Cl-].[Cl-] (aluminum chloride), C(CC)N1C(COC2=C3C1=C1CCCCC1=NC3=CC=C2)=O (1,3,9,10,11,12-hexahydro-1-propyl-2H-quino[4,3,2-ef][1,4]benzoxazepin-2-one). Solvent: O1CCCC1 (tetrahydrofuran), O1CCCC1 (tetrahydrofuran). Run at time 5 minute. Yields the product C(CC)N1CCOC2=C3C1=C1CCCCC1=NC3=CC=C2 (2,3,9,10,11,12-Hexahydro-1-propyl-1H-quino[4,3,2-ef][1,4]benzoxazepine). The yield is 71.2%. As a reaction SMILES: [H-].[Al+3].[Li+].[H-].[H-].[H-].[Cl-].[Al+3].[Cl-].[Cl-].[CH2:11]([N:14]1[C:20]2=[C:21]3[C:26](=[N:27][C:28]4=[CH:29][CH:30]=[CH:31][C:18](=[C:19]24)[O:17][CH2:16][C:15]1=O)[CH2:25][CH2:24][CH2:23][CH2:22]3)[CH2:12][CH3:13]>O1CCCC1>[CH2:11]([N:14]1[C:20]2=[C:21]3[C:26](=[N:27][C:28]4=[CH:29][CH:30]=[CH:31][C:18](=[C:19]24)[O:17][CH2:16][CH2:15]1)[CH2:25][CH2:24][CH2:23][CH2:22]3)[CH2:12][CH3:13] |f:0.1.2.3.4.5,6.7.8.9|. Procedure: To a solution of lithium aluminum hydride in tetrahydrofuran (1.0M, 14.2 ml) and dry tetrahydrofuran (30 ml) was added aluminum chloride (1.89 g) in portions. The mixture was stirred for five mins, 1,3,9,10,11,12-hexahydro-1-propyl-2H-quino[4,3,2-ef][1,4]benzoxazepin-2-one (4.2 g) was added, and stirring was continued overnight. The reaction mixture was quenched with ethyl acetate (200 ml), 10% sodium hydroxide solution (200 ml) was added, and the organic layer was separated. The organic layer w...